Task: describe an organic reaction: reactants, conditions, products, and yield. Dataset: the Open Reaction Database (ORD), a public repository of structured organic reaction records Reactants: S(=O)(Cl)Cl (thionyl chloride), FC=1C=C(C=CC1F)/C=C/C(=O)O ((E)-3-(3,4-difluorophenyl)-2-propenoic acid). Reagents/catalysts: N1=CC=CC=C1 (pyridine). Solvent: C1(=CC=CC=C1)C (toluene), C1(=CC=CC=C1)C (toluene). Run at temperature 65 celsius, time 15 minute. Yields the product FC=1C=C(C=CC1F)/C=C/C(=O)Cl ((E)-3-(3,4-difluorophenyl)-2-propenoyl chloride). Yield: 99.8%. As a reaction SMILES: [F:1][C:2]1[CH:3]=[C:4](/[CH:9]=[CH:10]/[C:11]([OH:13])=O)[CH:5]=[CH:6][C:7]=1[F:8].S(Cl)([Cl:16])=O>C1(C)C=CC=CC=1.N1C=CC=CC=1>[F:1][C:2]1[CH:3]=[C:4](/[CH:9]=[CH:10]/[C:11]([Cl:16])=[O:13])[CH:5]=[CH:6][C:7]=1[F:8]. Procedure: A stirred mixture of (E)-3-(3,4-difluorophenyl)-2-propenoic acid (8.2 kg), toluene (7.4 kg) and pyridine (0.18 kg) was heated to 65° C. and then thionyl chloride (7.4 kg) was added over 30 minutes. The reaction was stirred for a further 2 h 15 minutes after the addition was complete, then diluted with toluene (8.7 kg). Excess thionyl chloride, sulfur dioxide and hydrogen chloride were then distilled out, together with toluene (10 L), under reduced pressure, yielding a solution of the (E)-3-(3,4-... Reaction SMILES: [CH2:1]([N:8]1[C:12]([CH2:13][CH2:14][CH2:15][C:16](O)([C:23]2[CH:28]=[CH:27][CH:26]=[CH:25][CH:24]=2)[C:17]2[CH:22]=[CH:21][CH:20]=[CH:19][CH:18]=2)=[CH:11][N:10]=[CH:9]1)[C:2]1[CH:7]=[CH:6][CH:5]=[CH:4][CH:3]=1.Cl>C(O)C>[CH2:1]([N:8]1[C:12]([CH2:13][CH2:14][CH:15]=[C:16]([C:23]2[CH:24]=[CH:25][CH:26]=[CH:27][CH:28]=2)[C:17]2[CH:18]=[CH:19][CH:20]=[CH:21][CH:22]=2)=[CH:11][N:10]=[CH:9]1)[C:2]1[CH:3]=[CH:4][CH:5]=[CH:6][CH:7]=1. Run in C(C)O (ethanol). Procedure details: 1-benzyl-5-(4-hydroxy-4,4-diphenylbutyl)-1H-imidazole (1,3 g) is refluxed in 20 ml of ethanol containing 5% (w/w) hydrogen chloride for 1 hour. The solvent is evaporated and the HCl-salt of the product is precipitated with ethyl acetate. Yield 1,1 g, m.p. 161°-168° C. Yields the product C(C1=CC=CC=C1)N1C=NC=C1CCC=C(C1=CC=CC=C1)C1=CC=CC=C1 (1-benzyl-5-(4,4-diphenyl-3-butenyl)-1H-imidazole). Reactants: C(C1=CC=CC=C1)N1C=NC=C1CCCC(C1=CC=CC=C1)(C1=CC=CC=C1)O (1-benzyl-5-(4-hydroxy-4,4-diphenylbutyl)-1H-imidazole), Cl (hydrogen chloride). The reactants are Dimethyl-1-diazo-2-oxypropylphosphonate, C(=O)C1CN(CC1)C(=O)OC(C)(C)C (tert-butyl 3-formylpyrrolidine-1-carboxylate), C([O-])([O-])=O.[K+].[K+] (potassium carbonate). Solvent: CO (methanol). Reaction conditions: time 16 hour. Yields the product C(#C)C1CN(CC1)C(=O)OC(C)(C)C (tert-butyl 3-ethynylpyrrolidine-1-carboxylate). As a reaction SMILES: [CH:1]([CH:3]1[CH2:7][CH2:6][N:5]([C:8]([O:10][C:11]([CH3:14])([CH3:13])[CH3:12])=[O:9])[CH2:4]1)=O.[C:15](=O)([O-])[O-].[K+].[K+]>CO>[C:1]([CH:3]1[CH2:7][CH2:6][N:5]([C:8]([O:10][C:11]([CH3:14])([CH3:13])[CH3:12])=[O:9])[CH2:4]1)#[CH:15] |f:1.2.3|. Procedure details: Dimethyl-1-diazo-2-oxypropylphosphonate (11.5 g, 60 mmol) was added to a solution of tert-butyl 3-formylpyrrolidine-1-carboxylate (10 g, 50 mmol) and potassium carbonate (13.8 g, 100 mmol) in dry methanol (150 mL). After 16 hours, the reaction mixture was filtered and washed with methanol. The filtrate was extracted with diethyl ether, and the organic layer was washed with 5% aqueous sodium bicarbonate, dried over sodium sulfate, filtered, and concentrated in vacuo. The residue was purified by c... Reactants: ClCC(=O)C1=C(C=C(O)C=C1)O (4-(2-chloroacetyl)resorcinol), C1(O)=CC(O)=CC=C1 (resorcinol), ice. Run in CS(=O)(=O)O (methanesulfonic acid). Conditions: temperature 85 celsius, time 1 hour. The product is ClCC1C2=CC=CC=C2OC=2C=CC=CC12 (9-chloromethylxanthene). Isolated yield 84.2%. Reaction SMILES: [Cl:1][CH2:2][C:3]([C:5]1[CH:11]=[CH:10][C:8](O)=[CH:7][C:6]=1[OH:12])=O.[C:13]1([CH:20]=[CH:19][CH:18]=[C:16](O)[CH:15]=1)O>CS(O)(=O)=O>[Cl:1][CH2:2][CH:3]1[C:20]2[CH:19]=[CH:18][CH:16]=[CH:15][C:13]=2[O:12][C:6]2[C:5]1=[CH:11][CH:10]=[CH:8][CH:7]=2. Reported procedure: A mixture of 4.91 g (51.84 mmol) of chloroacetic acid, 4 mL (54.84 mmol) of thionyl chloride and one drop of DMF was stirred at 90° C. for 3 hours. The resulting solution was cooled and evaporated to remove excess thionyl chloride, hydrogen chloride and sulfur dioxide to yield crude chloroacetyl chloride as a colorless oil, pure enough to use in the next step without further purification. To a stirred suspension of 8.01 g (60.07 mmol) of anhydrous aluminum chloride in 10 mL of nitrobenzene were ... The reactants are FCC(=O)OCC (ethyl fluoroacetate), solution, ClC1=C(C[Mg]Cl)C=CC(=C1)Cl (2,4-dichlorobenzylmagnesium chloride). Run in [Cl-].[NH4+] (ammonium chloride), C(C)OCC (diethyl ether), C(C)OCC (diethyl ether). Run at temperature -60 celsius, time 5 hour. The product is ClC1=C(C=CC(=C1)Cl)CC(CF)=O (1-(2,4-dichloro-phenyl)-3-fluoro-propan-2-one). The yield is 49.0%. As a reaction SMILES: [F:1][CH2:2][C:3]([O:5]CC)=O.[Cl:8][C:9]1[CH:17]=[C:16]([Cl:18])[CH:15]=[CH:14][C:10]=1[CH2:11][Mg]Cl>C(OCC)C.[Cl-].[NH4+]>[Cl:8][C:9]1[CH:17]=[C:16]([Cl:18])[CH:15]=[CH:14][C:10]=1[CH2:11][C:3](=[O:5])[CH2:2][F:1] |f:3.4|. Reported procedure: To a stirred solution of ethyl fluoroacetate (0.33 ml; 3.3 mmol) in dry diethyl ether (3.3 ml) under argon at −76° C. was added dropwise a 0.25 M solution of 2,4-dichlorobenzylmagnesium chloride in diethyl ether (20 ml; 5 mmol). The suspension was stirred at −60° C. during 5 h. The mixture was poured in ammonium chloride sat. solution and extracted three times with diethylether. Organics were combined, dried over sodium sulfate and evaporated to a resin which was subject to flash chromatography ... The reactants are C1CCOC1, CCOC(=O)CC1OB(O)c2cc(Oc3cnc(C(=O)OC)cn3)cc(C)c21, Cl, [Li+], [OH-], O. Yields the product CCOC(=O)CC1OB(O)c2cc(Oc3cnc(C(=O)O)cn3)cc(C)c21. As a reaction SMILES: [CH2:32]1[O:33][CH2:34][CH2:35][CH2:36]1.[CH3:1][O:2][C:3](=[O:4])[c:5]1[n:6][cH:7][c:8]([O:11][c:12]2[cH:13][c:14]([CH3:28])[c:15]3[c:16]([cH:27]2)[B:17]([OH:26])[O:18][CH:19]3[CH2:20][C:21](=[O:22])[O:23][CH2:24][CH3:25])[n:9][cH:10]1.[ClH:31].[Li+:30].[OH-:29].[OH2:37]>>[O:2]=[C:3]([OH:4])[c:5]1[n:6][cH:7][c:8]([O:11][c:12]2[cH:13][c:14]([CH3:28])[c:15]3[c:16]([cH:27]2)[B:17]([OH:26])[O:18][CH:19]3[CH2:20][C:21](=[O:22])[O:23][CH2:24][CH3:25])[n:9][cH:10]1.